Dataset: the Open Reaction Database (ORD), a public repository of structured organic reaction records. Task: describe an organic reaction: reactants, conditions, products, and yield The reactants are CCO, CCO, COc1ccc2nc(Cl)nc(N(C)c3ccccc3)c2c1, Cl, Cc1ccccc1N. Yields the product Cl, COc1ccc2nc(Nc3ccccc3C)nc(N(C)c3ccccc3)c2c1. Reaction SMILES: [CH3:30][CH2:31][OH:32].[CH3:34][CH2:35][OH:36].[Cl:1][c:2]1[n:3][c:4]2[cH:5][cH:6][c:7]([O:20][CH3:21])[cH:8][c:9]2[c:10]([N:12]([CH3:13])[c:14]2[cH:15][cH:16][cH:17][cH:18][cH:19]2)[n:11]1.[ClH:33].[NH2:22][c:23]1[c:24]([CH3:29])[cH:25][cH:26][cH:27][cH:28]1>>[ClH:1].[c:2]1([NH:22][c:23]2[c:24]([CH3:29])[cH:25][cH:26][cH:27][cH:28]2)[n:3][c:4]2[cH:5][cH:6][c:7]([O:20][CH3:21])[cH:8][c:9]2[c:10]([N:12]([CH3:13])[c:14]2[cH:15][cH:16][cH:17][cH:18][cH:19]2)[n:11]1. Run in O (water). Run at time 1 hour. Procedure details: A mixture of 11.5 g of ethyl 2,3-dihydro-3-methyl-7-oxo-10-phenyl-7H-pyrido[1,2,3-de]-1,4-benzoxazine-6-carboxylate and 75 ml of glacial acetic acid was heated to reflux temperature and 75 ml of 6 N hydrochloric acid was subsequently added. Refluxing was continued for one hour after which time 150 ml of water was added. The solution was cooled and filtered to provide light brown solid 2,3-dihydro-3-methyl-7-oxo-10-phenyl-7H-pyrido[1,2,3-de]-1,4-benzoxazine-6-carboxylic acid, m.p. 295°-296° C. Re... The product is CC1COC=2C=3N1C=C(C(C3C=CC2C2=CC=CC=C2)=O)C(=O)O (2,3-dihydro-3-methyl-7-oxo-10-phenyl-7H-pyrido[1,2,3-de]-1,4-benzoxazine-6-carboxylic acid). RXN SMILES: [CH3:1][CH:2]1[N:7]2[CH:8]=[C:9]([C:22]([O:24]CC)=[O:23])[C:10](=[O:21])[C:11]3[CH:12]=[CH:13][C:14]([C:15]4[CH:20]=[CH:19][CH:18]=[CH:17][CH:16]=4)=[C:5]([C:6]=32)[O:4][CH2:3]1.C(O)(=O)C.Cl>O>[CH3:1][CH:2]1[N:7]2[CH:8]=[C:9]([C:22]([OH:24])=[O:23])[C:10](=[O:21])[C:11]3[CH:12]=[CH:13][C:14]([C:15]4[CH:20]=[CH:19][CH:18]=[CH:17][CH:16]=4)=[C:5]([C:6]=32)[O:4][CH2:3]1. Starting materials: CC1COC=2C=3N1C=C(C(C3C=CC2C2=CC=CC=C2)=O)C(=O)OCC (ethyl 2,3-dihydro-3-methyl-7-oxo-10-phenyl-7H-pyrido[1,2,3-de]-1,4-benzoxazine-6-carboxylate), C(C)(=O)O (acetic acid), Cl (hydrochloric acid). Reactants: CC(=O)Nc1cc(N)ccc1F, CCOC=C(C(=O)OCC)C(=O)OCC, Cc1ccccc1. Yields the product CCOC(=O)C(=CNc1ccc(F)c(NC(C)=O)c1)C(=O)OCC. Reaction SMILES: [C:1]([CH3:2])(=[O:3])[NH:4][c:5]1[c:6]([F:12])[cH:7][cH:8][c:9]([NH2:11])[cH:10]1.[CH2:13]([O:14][CH:16]=[C:17]([C:18](=[O:19])[O:20][CH2:21][CH3:22])[C:23](=[O:24])[O:25][CH2:26][CH3:27])[CH3:15].[CH3:28][c:29]1[cH:30][cH:31][cH:32][cH:33][cH:34]1>>[C:1]([CH3:2])(=[O:3])[NH:4][c:5]1[c:6]([F:12])[cH:7][cH:8][c:9]([NH:11][CH:16]=[C:17]([C:18](=[O:19])[O:20][CH2:21][CH3:22])[C:23](=[O:24])[O:25][CH2:26][CH3:27])[cH:10]1. Reactants: C(OCC)(OCC)OCC (Triethyl orthoformate), C[C@@]12C(=O)CC[C@H]1[C@@H]1CCC3=CC(=O)CC[C@]3(C)[C@H]1CC2 (Androstenedione), C1(=CC=C(C=C1)S(=O)(=O)O)C (p-toluenesulphonic acid). Solvent: C1=CC=CC=C1 (benzene). Yields the product C(C)OC1=CC2=CC[C@H]3[C@@H]4CCC([C@@]4(C)CC[C@@H]3[C@]2(CC1)C)=O (3-ethoxy-androsta-3,5-dien-17-one). As a reaction SMILES: [CH3:1][C@:2]12[CH2:21][CH2:20][C@H:19]3[C@@H:8]([CH2:9][CH2:10][C:11]4[C@:17]3([CH3:18])[CH2:16][CH2:15][C:13](=[O:14])[CH:12]=4)[C@@H:7]1[CH2:6][CH2:5][C:3]2=[O:4].C(OCC)(OCC)O[CH2:24][CH3:25].C1(C)C=CC(S(O)(=O)=O)=CC=1>C1C=CC=CC=1>[CH2:24]([O:14][C:13]1[CH2:15][CH2:16][C@@:17]2([CH3:18])[C:11](=[CH:10][CH2:9][C@@H:8]3[C@@H:19]2[CH2:20][CH2:21][C@@:2]2([CH3:1])[C@H:7]3[CH2:6][CH2:5][C:3]2=[O:4])[CH:12]=1)[CH3:25]. Procedure details: Androstenedione (5 g.) was dissolved in dry benzene (20 ml). Triethyl orthoformate (6 ml) was added, followed by p-toluenesulphonic acid (250 mg) and the solution left at room temperature for ten minutes. The benzene solution was washed with aqueous sodium hydroxide (10%), followed by water, dried (anhydrous Na2SO4) and evaporated under reduced pressure to give a pale yellow solid (5.5 g.). This solid was recrystallized from ethanol to give 3-ethoxy-androsta-3,5-dien-17-one (4.3 g.) as white nee... Reactants: CC(C)(C)OC(=O)N1CCn2cnc(I)c2C1CCc1ccc(C(F)(F)F)cc1, ClC(Cl)Cl, O=C1CCC(=O)N1Cl, ClCCl. Product: CC(C)(C)OC(=O)N1CCn2c(Cl)nc(I)c2C1CCc1ccc(C(F)(F)F)cc1. As a reaction SMILES: [C:1]([CH3:2])([CH3:3])([CH3:4])[O:5][C:6](=[O:7])[N:8]1[CH:9]([CH2:18][CH2:19][c:20]2[cH:21][cH:22][c:23]([C:26]([F:27])([F:28])[F:29])[cH:24][cH:25]2)[c:10]2[n:11]([cH:14][n:15][c:16]2[I:17])[CH2:12][CH2:13]1.[CH:38]([Cl:39])([Cl:40])[Cl:41].[Cl:30][N:31]1[C:32](=[O:33])[CH2:34][CH2:35][C:36]1=[O:37].[Cl:42][CH2:43][Cl:44]>>[C:1]([CH3:2])([CH3:3])([CH3:4])[O:5][C:6](=[O:7])[N:8]1[CH:9]([CH2:18][CH2:19][c:20]2[cH:21][cH:22][c:23]([C:26]([F:27])([F:28])[F:29])[cH:24][cH:25]2)[c:10]2[n:11]([c:14]([Cl:30])[n:15][c:16]2[I:17])[CH2:12][CH2:13]1. Reactants: [Al+3], COC(=O)N1CCNC(CCOc2ccccc2)C1, [H-], [H-], [H-], [H-], [Li+], [Na+], [Na+], [Na+], O=S(=O)([O-])[O-], C1CCOC1, [OH-], O. Product: CN1CCNC(CCOc2ccccc2)C1. Reaction SMILES: [Al+3:2].[CH3:7][O:8][C:9](=[O:10])[N:11]1[CH2:12][CH:13]([CH2:17][CH2:18][O:19][c:20]2[cH:21][cH:22][cH:23][cH:24][cH:25]2)[NH:14][CH2:15][CH2:16]1.[H-:1].[H-:4].[H-:5].[H-:6].[Li+:3].[Na+:27].[Na+:28].[Na+:29].[O-:30][S:31](=[O:32])(=[O:33])[O-:34].[O:35]1[CH2:36][CH2:37][CH2:38][CH2:39]1.[OH-:26].[OH2:40]>>[CH3:9][N:11]1[CH2:12][CH:13]([CH2:17][CH2:18][O:19][c:20]2[cH:21][cH:22][cH:23][cH:24][cH:25]2)[NH:14][CH2:15][CH2:16]1.